From a dataset of the Open Reaction Database (ORD), a public repository of structured organic reaction records. describe an organic reaction: reactants, conditions, products, and yield Starting materials: [Cr](=O)(=O)([O-])O[Cr](=O)(=O)[O-].[NH+]1=CC=CC=C1.[NH+]1=CC=CC=C1 (Pyridinium dichromate), FC1=CC=C(C=C1)SC1=C(CO)C(=CC=C1)F (2-(4-fluorophenylthio)-6-fluorobenzyl alcohol). The solvent is C(Cl)Cl (methylene chloride), C(Cl)Cl (methylene chloride). Conditions: time 8 hour. The product is FC1=CC=C(C=C1)SC1=C(C=O)C(=CC=C1)F (2-(4-fluorophenylthio)-6-fluorobenzaldehyde). As a reaction SMILES: [Cr](O[Cr]([O-])(=O)=O)([O-])(=O)=O.[NH+]1C=CC=CC=1.[NH+]1C=CC=CC=1.[F:22][C:23]1[CH:28]=[CH:27][C:26]([S:29][C:30]2[CH:37]=[CH:36][CH:35]=[C:34]([F:38])[C:31]=2[CH2:32][OH:33])=[CH:25][CH:24]=1>C(Cl)Cl>[F:22][C:23]1[CH:24]=[CH:25][C:26]([S:29][C:30]2[CH:37]=[CH:36][CH:35]=[C:34]([F:38])[C:31]=2[CH:32]=[O:33])=[CH:27][CH:28]=1 |f:0.1.2|. Procedure details: Pyridinium dichromate (8.34 g, 22.2 mmol) is suspended in 30 ml of methylene chloride. A solution of 2-(4-fluorophenylthio)-6-fluorobenzyl alcohol (3.73 g, 14.8 mmol) in 10 ml of methylene chloride is then added dropwise to the suspension. The reaction mixture is then stirred overnight. The reaction mixture is filtered through diatomaceous earth (Celite®) and then through silica gel to afford the subtitle compound. m.p. 94°-97° C. Starting materials: C1CCC2NS(C3=C(N21)C=CC(=C3)O)(=O)=O (2,3,3a,4-tetrahydro-1H-pyrrolo[2,1-c]-[1,2,4]benzothiadiazin-7-ol 5,5-dioxide), C(#N)CC1=CC=C(C=C1)B(O)O ([4-(cyanomethyl)phenyl]-boronic acid), N1=CC=CC=C1 (pyridine). The reagents and catalysts are C(C)(=O)[O-].[Cu+2].C(C)(=O)[O-] (copper(II) acetate). The solvent is C(Cl)Cl (methylene chloride), C(Cl)Cl (methylene chloride). Run at time 8 hour. Product: O=S1(NC2N(C3=C1C=C(C=C3)OC3=CC=C(C=C3)CC#N)CCC2)=O ({4-[(5,5-Dioxido-2,3,3a,4-tetrahydro-1H-pyrrolo[2,1-c][1,2,4]benzothiadiazin 7-yl)oxy]phenyl}acetonitrile). Reaction SMILES: [CH2:1]1[N:9]2[CH:4]([NH:5][S:6](=[O:16])(=[O:15])[C:7]3[CH:13]=[C:12]([OH:14])[CH:11]=[CH:10][C:8]=32)[CH2:3][CH2:2]1.[C:17]([CH2:19][C:20]1[CH:25]=[CH:24][C:23](B(O)O)=[CH:22][CH:21]=1)#[N:18].N1C=CC=CC=1>C(Cl)Cl.C([O-])(=O)C.[Cu+2].C([O-])(=O)C>[O:16]=[S:6]1(=[O:15])[C:7]2[CH:13]=[C:12]([O:14][C:23]3[CH:24]=[CH:25][C:20]([CH2:19][C:17]#[N:18])=[CH:21][CH:22]=3)[CH:11]=[CH:10][C:8]=2[N:9]2[CH2:1][CH2:2][CH2:3][CH:4]2[NH:5]1 |f:4.5.6|. Reported procedure: A suspension composed of 1.15 g (4.77 mmol) of 2,3,3a,4-tetrahydro-1H-pyrrolo[2,1-c]-[1,2,4]benzothiadiazin-7-ol 5,5-dioxide, 1.00 g (6.21 mmol) of [4-(cyanomethyl)phenyl]-boronic acid, 1.3 g (7.15 mmol) of copper(II) acetate, 1.16 ml (14.31 mmol) of pyridine and about 500 mg of 4 Å molecular sieve in 200 ml of methylene chloride is stirred overnight. The reaction mixture is diluted by adding a further 100 ml of methylene chloride and the suspension is filtered. The filtrate is concentrated and ...